The task is: describe an organic reaction: reactants, conditions, products, and yield. This data is from the Open Reaction Database (ORD), a public repository of structured organic reaction records. Reactants: C(CCCCC)N (hexylamine), IC1=C(C(=O)Cl)C=CC=C1 (o-iodobenzoyl chloride). Solvent: O1CCCC1 (tetrahydrofuran). Product: C(CCCCC)NC(C1=C(C=CC=C1)I)=O (N-hexyl-o-iodobenzamide). Yield: 76.4%. RXN SMILES: [CH2:1]([NH2:7])[CH2:2][CH2:3][CH2:4][CH2:5][CH3:6].[I:8][C:9]1[CH:17]=[CH:16][CH:15]=[CH:14][C:10]=1[C:11](Cl)=[O:12]>O1CCCC1>[CH2:1]([NH:7][C:11](=[O:12])[C:10]1[CH:14]=[CH:15][CH:16]=[CH:17][C:9]=1[I:8])[CH2:2][CH2:3][CH2:4][CH2:5][CH3:6]. Procedure details: Solutions of 12.2 g hexylamine and 8.0 g o-iodobenzoyl chloride in a total of 20 ml tetrahydrofuran were reacted for 10 minutes. The tetrahydrofuran was removed by heating on a water bath at 65° for 10 minutes and 50 ml of water were added to precipitate the crude product. The precipitate was recovered as in Example 1 and recrystallized from a benzene/hexane mixture as white crystals, to yield 7.6 g of N-hexyl-o-iodobenzamide, m.p. 104°-105°, Rf 0.78. Starting materials: C1(=CC=CC=C1)S[Si](C)(C)C (phenylthio(trimethyl)silane), CN(P(N(C)C)(N(C)C)=O)C (hexamethylphosphoric triamide), C(C)Br (ethyl bromide), C(C)(=O)OCC (ethyl acetate). Run in O (water). Reaction conditions: temperature 40 celsius, time 1 hour. Yields the product C1(=CC=CC=C1)SCC (ethyl phenyl sulfide). Isolated yield 83.3%. Reaction SMILES: [C:1]1([S:7][Si](C)(C)C)[CH:6]=[CH:5][CH:4]=[CH:3][CH:2]=1.CN(C)P(=O)(N(C)C)N(C)C.[CH2:23](Br)[CH3:24].C(OCC)(=O)C>O>[C:1]1([S:7][CH2:23][CH3:24])[CH:6]=[CH:5][CH:4]=[CH:3][CH:2]=1. Procedure: A mixture of 11.52 g (63 mmoles) of phenylthio(trimethyl)silane, 22 ml of hexamethylphosphoric triamide and 18.8 ml (250 mmoles) of ethyl bromide was heated in a bath at 40° C. for 2 hours after which the conversion was complete. A solid formed in the reaction mixture and heating was continued for 1 hour after which the mixture was poured into a mixture of 150 ml of ethyl acetate and 50 ml of water. The ethyl acetate layer was separated and washed sequentially twice with 50 ml of water, 50 ml of...